Dataset: the Open Reaction Database (ORD), a public repository of structured organic reaction records. Task: describe an organic reaction: reactants, conditions, products, and yield Starting materials: CCCCCCCCCCCCCCCCCC(=O)Cl, C1COCCO1, O=C(C=Cc1cc(O)c(O)c([N+](=O)[O-])c1)c1ccccc1. The product is CCCCCCCCCCCCCCCCCC(=O)Oc1cc(C=CC(=O)c2ccccc2)cc([N+](=O)[O-])c1O. RXN SMILES: [C:22]([CH2:23][CH2:24][CH2:25][CH2:26][CH2:27][CH2:28][CH2:29][CH2:30][CH2:31][CH2:32][CH2:33][CH2:34][CH2:35][CH2:36][CH2:37][CH2:38][CH3:39])(=[O:40])[Cl:41].[O:42]1[CH2:43][CH2:44][O:45][CH2:46][CH2:47]1.[OH:1][c:2]1[cH:3][c:4]([CH:12]=[CH:13][C:14](=[O:15])[c:16]2[cH:17][cH:18][cH:19][cH:20][cH:21]2)[cH:5][c:6]([N+:9](=[O:10])[O-:11])[c:7]1[OH:8]>>[O:1]([c:2]1[cH:3][c:4]([CH:12]=[CH:13][C:14](=[O:15])[c:16]2[cH:17][cH:18][cH:19][cH:20][cH:21]2)[cH:5][c:6]([N+:9](=[O:10])[O-:11])[c:7]1[OH:8])[C:22]([CH2:23][CH2:24][CH2:25][CH2:26][CH2:27][CH2:28][CH2:29][CH2:30][CH2:31][CH2:32][CH2:33][CH2:34][CH2:35][CH2:36][CH2:37][CH2:38][CH3:39])=[O:40]. Starting materials: CNC(=O)c1cccc(Br)n1, CC(C)C(O)(c1ccc(B(O)O)cc1)c1cn(C(c2ccccc2)(c2ccccc2)c2ccccc2)cn1, c1ccc(P(c2ccccc2)(c2ccccc2)[Pd](P(c2ccccc2)(c2ccccc2)c2ccccc2)(P(c2ccccc2)(c2ccccc2)c2ccccc2)P(c2ccccc2)(c2ccccc2)c2ccccc2)cc1. The product is CNC(=O)c1cccc(-c2ccc(C(O)(c3cn(C(c4ccccc4)(c4ccccc4)c4ccccc4)cn3)C(C)C)cc2)n1. As a reaction SMILES: [Br:39][c:40]1[cH:41][cH:42][cH:43][c:44]([C:46](=[O:47])[NH:48][CH3:49])[n:45]1.[OH:1][C:2]([CH:3]([CH3:4])[CH3:5])([c:6]1[n:7][cH:8][n:9]([C:11]([c:12]2[cH:13][cH:14][cH:15][cH:16][cH:17]2)([c:18]2[cH:19][cH:20][cH:21][cH:22][cH:23]2)[c:24]2[cH:25][cH:26][cH:27][cH:28][cH:29]2)[cH:10]1)[c:30]1[cH:31][cH:32][c:33]([B:36]([OH:37])[OH:38])[cH:34][cH:35]1.[cH:50]1[cH:51][cH:52][c:53]([P:54]([Pd:55]([P:56]([c:57]2[cH:58][cH:59][cH:60][cH:61][cH:62]2)([c:63]2[cH:64][cH:65][cH:66][cH:67][cH:68]2)[c:69]2[cH:70][cH:71][cH:72][cH:73][cH:74]2)([P:75]([c:76]2[cH:77][cH:78][cH:79][cH:80][cH:81]2)([c:82]2[cH:83][cH:84][cH:85][cH:86][cH:87]2)[c:88]2[cH:89][cH:90][cH:91][cH:92][cH:93]2)[P:94]([c:95]2[cH:96][cH:97][cH:98][cH:99][cH:100]2)([c:101]2[cH:102][cH:103][cH:104][cH:105][cH:106]2)[c:107]2[cH:108][cH:109][cH:110][cH:111][cH:112]2)([c:113]2[cH:114][cH:115][cH:116][cH:117][cH:118]2)[c:119]2[cH:120][cH:121][cH:122][cH:123][cH:124]2)[cH:125][cH:126]1>>[OH:1][C:2]([CH:3]([CH3:4])[CH3:5])([c:6]1[n:7][cH:8][n:9]([C:11]([c:12]2[cH:13][cH:14][cH:15][cH:16][cH:17]2)([c:18]2[cH:19][cH:20][cH:21][cH:22][cH:23]2)[c:24]2[cH:25][cH:26][cH:27][cH:28][cH:29]2)[cH:10]1)[c:30]1[cH:31][cH:32][c:33](-[c:40]2[cH:41][cH:42][cH:43][c:44]([C:46](=[O:47])[NH:48][CH3:49])[n:45]2)[cH:34][cH:35]1. Reactants: ClC=1C2=C(N=CN1)C(CC2)OC (4-Chloro-6,7-dihydro-7-methoxy-5H-cyclopenta[d]pyrimidine), NC1=CC=C(C#N)C=C1 (p-aminobenzonitrile), aqueous solution, [OH-].[Na+] (sodium hydroxide), C(C)(=O)OCC (ethyl acetate). Solvent: C(C)O (ethanol). Conditions: temperature 130 celsius, time 10 minute. Yields the product C(#N)C1=CC=C(NC=2C3=C(N=CN2)C(CC3)OC)C=C1 (4-(4-Cyanoanilino)-6,7-dihydro-7-methoxy-5H-cyclopenta[d]pyrimidine). The yield is 40.7%. RXN SMILES: Cl[C:2]1[C:3]2[CH2:10][CH2:9][CH:8]([O:11][CH3:12])[C:4]=2[N:5]=[CH:6][N:7]=1.[NH2:13][C:14]1[CH:21]=[CH:20][C:17]([C:18]#[N:19])=[CH:16][CH:15]=1.[OH-].[Na+].C(OCC)(=O)C>C(O)C>[C:18]([C:17]1[CH:20]=[CH:21][C:14]([NH:13][C:2]2[C:3]3[CH2:10][CH2:9][CH:8]([O:11][CH3:12])[C:4]=3[N:5]=[CH:6][N:7]=2)=[CH:15][CH:16]=1)#[N:19] |f:2.3|. Reported procedure: 0.92 g of 4-chloro-6,7-dihydro-7-methoxy-5H-cyclopenta[d]pyrimidine [prepared as described in step (e) above] and 0.59 g of p-aminobenzonitrile were dissolved in 5 ml of ethanol, and the solution was stirred at 130° C. for 10 minutes. At the end of this time, the mixture was cooled to room temperature, and the resulting solid reaction product was pulverized. 50 ml of a 1N aqueous solution of sodium hydroxide and 200 ml of ethyl acetate were added to the resulting powder, and the ethyl acetate la... Reactants: N1CCC(CC1)N1N=CC(=C1)C1=CC=2N(N=C1)C(=CN2)C=2C=C(C=CC2)NC(=O)NCC(F)(F)F (N-{3-[7-(1-piperidin-4-yl-1H-pyrazol-4-yl)imidazo[1,2-b]pyridazin-3-yl]phenyl}-N′-(2,2,2-trifluoroethyl)urea), O1CC(CC1)C(=O)O (tetrahydrofuran-3-carboxylic acid). The product is O1CC(CC1)C(=O)N1CCC(CC1)N1N=CC(=C1)C1=CC=2N(N=C1)C(=CN2)C=2C=C(C=CC2)NC(=O)NCC(F)(F)F (N-[3-(7-{1-[1-(tetrahydrofuran-3-ylcarbonyl)piperidin-4-yl]-1H-pyrazol-4-yl}imidazo[1,2-b]pyridazin-3-yl)phenyl]-N′-(2,2,2-trifluoroethyl)urea). RXN SMILES: [NH:1]1[CH2:6][CH2:5][CH:4]([N:7]2[CH:11]=[C:10]([C:12]3[CH:17]=[N:16][N:15]4[C:18]([C:21]5[CH:22]=[C:23]([NH:27][C:28]([NH:30][CH2:31][C:32]([F:35])([F:34])[F:33])=[O:29])[CH:24]=[CH:25][CH:26]=5)=[CH:19][N:20]=[C:14]4[CH:13]=3)[CH:9]=[N:8]2)[CH2:3][CH2:2]1.[O:36]1[CH2:40][CH2:39][CH:38]([C:41](O)=[O:42])[CH2:37]1>>[O:36]1[CH2:40][CH2:39][CH:38]([C:41]([N:1]2[CH2:6][CH2:5][CH:4]([N:7]3[CH:11]=[C:10]([C:12]4[CH:17]=[N:16][N:15]5[C:18]([C:21]6[CH:22]=[C:23]([NH:27][C:28]([NH:30][CH2:31][C:32]([F:33])([F:35])[F:34])=[O:29])[CH:24]=[CH:25][CH:26]=6)=[CH:19][N:20]=[C:14]5[CH:13]=4)[CH:9]=[N:8]3)[CH2:3][CH2:2]2)=[O:42])[CH2:37]1. Reported procedure: This compound was prepared by using procedures analogous to those described for the synthesis of Example 41 starting from N-{3-[7-(1-piperidin-4-yl-1H-pyrazol-4-yl)imidazo[1,2-b]pyridazin-3-yl]phenyl}-N′-(2,2,2-trifluoroethyl)urea and tetrahydrofuran-3-carboxylic acid (Aldrich, Cat. No. 339954). LCMS (M+H)+: m/z=583.2.